This data is from the Open Reaction Database (ORD), a public repository of structured organic reaction records. The task is: describe an organic reaction: reactants, conditions, products, and yield Starting materials: COC(=O)c1sc(C(=O)OC)c([N+](=O)[O-])c1OC, CO, [Cl-], Cl, [Fe], [NH4+]. Product: COC(=O)c1sc(C(=O)OC)c(OC)c1N. RXN SMILES: [CH3:1][O:2][c:3]1[c:4]([N+:16]([O-:17])=[O:18])[c:5]([C:12](=[O:13])[O:14][CH3:15])[s:6][c:7]1[C:8](=[O:9])[O:10][CH3:11].[CH3:22][OH:23].[Cl-:20].[ClH:19].[Fe:24].[NH4+:21]>>[CH3:1][O:2][c:3]1[c:4]([NH2:16])[c:5]([C:12](=[O:13])[O:14][CH3:15])[s:6][c:7]1[C:8](=[O:9])[O:10][CH3:11].